describe an organic reaction: reactants, conditions, products, and yield From a dataset of the Open Reaction Database (ORD), a public repository of structured organic reaction records. Reactants: ClC(C)C1=CC=C(C=C1)C1=NC=C2C=3N1CCC3NC(C=C2)=O (1-[4-(1-Chloro-ethyl)-phenyl]-8,9-dihydro-7H-2,7,9a-triaza-benzo[cd]azulen-6-one), CNC (dimethylamine). Reaction conditions: temperature 80 celsius. Product: CN(C(C)C1=CC=C(C=C1)C1=NC=C2C=3N1CCC3NC(C=C2)=O)C (1-[4-(1-Dimethylamino-ethyl)-phenyl]-8,9-dihydro-7H-2,7,9a-triaza-benzo[cd]azulen-6-one). RXN SMILES: Cl[CH:2]([C:4]1[CH:9]=[CH:8][C:7]([C:10]2[N:15]3[CH2:16][CH2:17][C:18]4[NH:19][C:20](=[O:23])[CH:21]=[CH:22][C:13]([C:14]=43)=[CH:12][N:11]=2)=[CH:6][CH:5]=1)[CH3:3].[CH3:24][NH:25][CH3:26]>>[CH3:24][N:25]([CH3:26])[CH:2]([C:4]1[CH:9]=[CH:8][C:7]([C:10]2[N:15]3[CH2:16][CH2:17][C:18]4[NH:19][C:20](=[O:23])[CH:21]=[CH:22][C:13]([C:14]=43)=[CH:12][N:11]=2)=[CH:6][CH:5]=1)[CH3:3]. Procedure: This compound was prepared from intermediate 245b and dimethylamine according to the procedure described in Example 171, with the exception of heating to 80° C. Received 69 mg (77%) Reactants: ClC1=NC(=NC(=C1)C(F)(F)F)C=1C=NC=CC1 (4-chloro-2-(3-pyridinyl)-6-trifluoromethyl-pyrimidine), FC(C1=NNC=C1)(F)F (3-trifluromethyl-pyrazol). The product is FC(C1=NN(C=C1)C1=NC(=NC(=C1)C(F)(F)F)C=1C=NC=CC1)(F)F (4-(3-Trifluoromethyl-1-pyrazolyl)-2-(3-pyridinyl)-6-trifluoromethyl-pyrimidine), solid. The yield is 51.9%. As a reaction SMILES: Cl[C:2]1[CH:7]=[C:6]([C:8]([F:11])([F:10])[F:9])[N:5]=[C:4]([C:12]2[CH:13]=[N:14][CH:15]=[CH:16][CH:17]=2)[N:3]=1.[F:18][C:19]([F:26])([F:25])[C:20]1[CH:24]=[CH:23][NH:22][N:21]=1>>[F:18][C:19]([F:26])([F:25])[C:20]1[CH:24]=[CH:23][N:22]([C:2]2[CH:7]=[C:6]([C:8]([F:11])([F:10])[F:9])[N:5]=[C:4]([C:12]3[CH:13]=[N:14][CH:15]=[CH:16][CH:17]=3)[N:3]=2)[N:21]=1. Reported procedure: The title compound was prepared from 4-chloro-2-(3-pyridinyl)-6-trifluoromethyl-pyrimidine (74 mg, 0.285 mmol) and 3-trifluromethyl-pyrazol (48 mg, 0.353 mmol) similar to Example 166 and was isolated as a white solid (mp 139–140° C., 53 mg, 0.148 mmol, 52%). 1H NMR (CDCl3): 9.73 (s, 1H), 8.82 (m, 3H), 8.26 (s, 1H), 7.50 (m, 1H), 6.87 (d, J=2.7 Hz, 1H). Reactants: [Cl-], O=c1[nH]c(=O)n(CCCCl)cc1-c1cccs1, FC(F)(F)c1ccc(C23CNCC2C3)cc1, [I-], [NH4+], [Na+], CN(C)C=O. Yields the product Cl, O=c1[nH]c(=O)n(CCCN2CC3CC3(c3ccc(C(F)(F)F)cc3)C2)cc1-c1cccs1. RXN SMILES: [Cl-:36].[Cl:17][CH2:18][CH2:19][CH2:20][n:21]1[c:22](=[O:33])[nH:23][c:24](=[O:32])[c:25](-[c:27]2[s:28][cH:29][cH:30][cH:31]2)[cH:26]1.[F:1][C:2]([c:3]1[cH:4][cH:5][c:6]([C:9]23[CH2:10][NH:11][CH2:12][CH:13]2[CH2:14]3)[cH:7][cH:8]1)([F:15])[F:16].[I-:34].[NH4+:37].[Na+:35].[O:38]=[CH:39][N:40]([CH3:41])[CH3:42]>>[ClH:17].[F:1][C:2]([c:3]1[cH:4][cH:5][c:6]([C:9]23[CH2:10][N:11]([CH2:18][CH2:19][CH2:20][n:21]4[c:22](=[O:33])[nH:23][c:24](=[O:32])[c:25](-[c:27]5[s:28][cH:29][cH:30][cH:31]5)[cH:26]4)[CH2:12][CH:13]2[CH2:14]3)[cH:7][cH:8]1)([F:15])[F:16]. The reactants are COC1=CC2=C(N=C(S2)N2CCOCC2)C=C1 (6-methoxy-2-morpholin-4-yl-benzothiazole), Br (HBr). Reagents/catalysts: [Br-].C(CCC)[P+](CCCC)(CCCC)CCCC (tetrabutylphosphonium bromide). Run in [OH-].[Na+] (NaOH). Conditions: temperature 100 celsius. The product is N1(CCOCC1)C=1SC2=C(N1)C=CC(=C2)O (2-Morpholin-4-yl-benzothiazol-6-ol). Yield: 92.9%. Reaction SMILES: C[O:2][C:3]1[CH:17]=[CH:16][C:6]2[N:7]=[C:8]([N:10]3[CH2:15][CH2:14][O:13][CH2:12][CH2:11]3)[S:9][C:5]=2[CH:4]=1.Br>[Br-].C([P+](CCCC)(CCCC)CCCC)CCC.[OH-].[Na+]>[N:10]1([C:8]2[S:9][C:5]3[CH:4]=[C:3]([OH:2])[CH:17]=[CH:16][C:6]=3[N:7]=2)[CH2:11][CH2:12][O:13][CH2:14][CH2:15]1 |f:2.3,4.5|. Procedure details: A mixture of 6-methoxy-2-morpholin-4-yl-benzothiazole (12.20 g, 48.7 mmol), tetrabutylphosphonium bromide (1.65 g, 4.87 mmol) and 48% HBr (80 mL) was stirred at 100° C. for twenty hours before it was cooled to room temperature, neutralized with 10N NaOH (60 mL) to pH=5-6. The mixture was extracted with dichloromethane. The organic layer was dried over anhydrous sodium sulfate, concentrated in vacuo to give the title compound as a white solid (10.69 g): 1H NMR (CDCl3, 200 MHz): δ=7.28 (m, 1H), 7.... The reactants are [BH4-].[Na+] (Sodium borohydride), ClC=1N=C(SC1)C(CCCN1C=C2N(C(N(C(C2=C1C=1C=C(C#N)C=CC1)=O)C)=O)C)=O (3-(6-(4-(4-chlorothiazol-2-yl)-4-oxobutyl)-1,3-dimethyl-2,4-dioxo-2,3,4,6-tetrahydro-1H-pyrrolo[3,4-d]pyrimidin-5-yl)benzonitrile). Solvent: C(C)O (ethanol). Conditions: temperature 0 celsius, time 15 minute. Yields the product ClC=1N=C(SC1)C(CCCN1C=C2N(C(N(C(C2=C1C=1C=C(C#N)C=CC1)=O)C)=O)C)O (3-(6-(4-(4-Chlorothiazol-2-yl)-4-hydroxybutyl)-1,3-dimethyl-2,4-dioxo-2,3,4,6-tetrahydro-1H-pyrrolo[3,4-d]pyrimidin-5-yl)benzonitrile). As a reaction SMILES: [BH4-].[Na+].[Cl:3][C:4]1[N:5]=[C:6]([C:9](=[O:34])[CH2:10][CH2:11][CH2:12][N:13]2[C:21]([C:22]3[CH:23]=[C:24]([CH:27]=[CH:28][CH:29]=3)[C:25]#[N:26])=[C:20]3[C:15]([N:16]([CH3:33])[C:17](=[O:32])[N:18]([CH3:31])[C:19]3=[O:30])=[CH:14]2)[S:7][CH:8]=1>C(O)C>[Cl:3][C:4]1[N:5]=[C:6]([CH:9]([OH:34])[CH2:10][CH2:11][CH2:12][N:13]2[C:21]([C:22]3[CH:23]=[C:24]([CH:27]=[CH:28][CH:29]=3)[C:25]#[N:26])=[C:20]3[C:15]([N:16]([CH3:33])[C:17](=[O:32])[N:18]([CH3:31])[C:19]3=[O:30])=[CH:14]2)[S:7][CH:8]=1 |f:0.1|. Procedure: Sodium borohydride (0.606 g, 16.03 mmol) was added portionwise to a suspension of 3-(6-(4-(4-chlorothiazol-2-yl)-4-oxobutyl)-1,3-dimethyl-2,4-dioxo-2,3,4,6-tetrahydro-1H-pyrrolo[3,4-d]pyrimidin-5-yl)benzonitrile (2.5 g, 5.34 mmol) in ethanol (53.4 mL) at 0° C. The reaction mixture was stirred for 15 minutes at 0° C., the quenched with water (25 mL) and extracted with DCM (3×50 mL). The combined organic fractions were dried over magnesium sulfate and evaporated under reduced pressure to afford th... Starting materials: BrC1=CC(=C2C=NN(C2=C1)S(=O)(=O)C1=CC=C(C=C1)C)C=1OC(=NN1)CN1CCOCC1 (6-bromo-1-[(4-methylphenyl)sulfonyl]-4-[5-(4-morpholinylmethyl)-1,3,4-oxadiazol-2-yl]-1H-indazole), CC1(OB(OC1(C)C)C1=C2C=CNC2=CC=C1)C (4-(4,4,5,5-tetramethyl-1,3,2-dioxaborolan-2-yl)-1H-indole), P(=O)([O-])([O-])[O-].[K+].[K+].[K+] (tripotassium phosphate). Reagents/catalysts: [Pd](Cl)Cl.C1(=CC=CC=C1)P([C-]1C=CC=C1)C1=CC=CC=C1.[C-]1(C=CC=C1)P(C1=CC=CC=C1)C1=CC=CC=C1.[Fe+2] (1,1′-bis(diphenylphosphino)-ferrocene palladium dichloride). Solvent: O1CCOCC1 (1,4-dioxane), O (water), O (water). Run at temperature 100 celsius. Product: N1C=CC2=C(C=CC=C12)C1=CC(=C2C=NN(C2=C1)S(=O)(=O)C1=CC=C(C=C1)C)C=1OC(=NN1)CN1CCOCC1 (6-(1H-Indol-4-yl)-1-[(4-methylphenyl)sulfonyl]-4-[5-(4-morpholinylmethyl)-1,3,4-oxadiazol-2-yl]-1H-indazole). Yield: 29.8%. Reaction SMILES: Br[C:2]1[CH:10]=[C:9]2[C:5]([CH:6]=[N:7][N:8]2[S:11]([C:14]2[CH:19]=[CH:18][C:17]([CH3:20])=[CH:16][CH:15]=2)(=[O:13])=[O:12])=[C:4]([C:21]2[O:22][C:23]([CH2:26][N:27]3[CH2:32][CH2:31][O:30][CH2:29][CH2:28]3)=[N:24][N:25]=2)[CH:3]=1.CC1(C)C(C)(C)OB([C:41]2[CH:49]=[CH:48][CH:47]=[C:46]3[C:42]=2[CH:43]=[CH:44][NH:45]3)O1.P([O-])([O-])([O-])=O.[K+].[K+].[K+]>O1CCOCC1.O.[Pd](Cl)Cl.C1(P(C2C=CC=CC=2)[C-]2C=CC=C2)C=CC=CC=1.[C-]1(P(C2C=CC=CC=2)C2C=CC=CC=2)C=CC=C1.[Fe+2]>[NH:45]1[C:46]2[C:42](=[C:41]([C:2]3[CH:10]=[C:9]4[C:5]([CH:6]=[N:7][N:8]4[S:11]([C:14]4[CH:19]=[CH:18][C:17]([CH3:20])=[CH:16][CH:15]=4)(=[O:13])=[O:12])=[C:4]([C:21]4[O:22][C:23]([CH2:26][N:27]5[CH2:32][CH2:31][O:30][CH2:29][CH2:28]5)=[N:24][N:25]=4)[CH:3]=3)[CH:49]=[CH:48][CH:47]=2)[CH:43]=[CH:44]1 |f:2.3.4.5,8.9.10.11|. Procedure details: A stirred mixture of 6-bromo-1-[(4-methylphenyl)sulfonyl]-4-[5-(4-morpholinylmethyl)-1,3,4-oxadiazol-2-yl]-1H-indazole (75 mg, 0.145 mmol), 4-(4,4,5,5-tetramethyl-1,3,2-dioxaborolan-2-yl)-1H-indole (52.8 mg, 0.217 mmol), 1,1′-bis(diphenylphosphino)-ferrocene palladium dichloride (5.29 mg, 7.23 μmol) and tripotassium phosphate (92 mg, 0.434 mmol) in 1,4-dioxane (2 ml) and water (0.2 ml) was heated at 100° C. in the microwave (Biotage initiator) for 30 mins. The mixture was poured into water (40 m... The reactants are C1(CCCCC1)NS(=O)(=O)CBr (N-cyclohexylbromomethanesulfonamide), ClC(C(Cl)Cl)(SCl)Cl (1,1,2,2-tetrachloroethylsulfenyl chloride). Solvent: C(C)N(CC)CC (triethylamine). Run at time 2 hour. Product: C1(CCCCC1)N(S(=O)(=O)CBr)SC(C(Cl)Cl)(Cl)Cl (N-cyclohexyl-N-(1,1,2,2-tetrachloroethylthio)-bromomethanesulfonamide). Reaction SMILES: [CH:1]1([NH:7][S:8]([CH2:11][Br:12])(=[O:10])=[O:9])[CH2:6][CH2:5][CH2:4][CH2:3][CH2:2]1.[Cl:13][C:14]([Cl:20])([S:18]Cl)[CH:15]([Cl:17])[Cl:16]>C(N(CC)CC)C>[CH:1]1([N:7]([S:18][C:14]([Cl:20])([Cl:13])[CH:15]([Cl:17])[Cl:16])[S:8]([CH2:11][Br:12])(=[O:10])=[O:9])[CH2:2][CH2:3][CH2:4][CH2:5][CH2:6]1. Procedure details: A 5.1 g (0.051 mol) sample of triethylamine was added dropwise to a cooled (20° C.) solution of 11 g (0.043 mol) N-cyclohexylbromomethanesulfonamide and 10.1 g (0.043 mol) 1,1,2,2-tetrachloroethylsulfenyl chloride. After the addition was completed, the reaction was stirred at ambient temperature for 2 hours and then under reflux for 2 hours. The reaction mixture was then cooled, washed with water, dried over magnesium sulfate and evaporated under reduced pressure to give the N-cyclohexyl-N-(1,1,...